Dataset: the Open Reaction Database (ORD), a public repository of structured organic reaction records. Task: describe an organic reaction: reactants, conditions, products, and yield Reactants: C(C1=CC=CC=C1)OC=1C=CC=2C(=C(N=NC2Cl)C2=CC=CC=C2)N1 (2-Benzyloxy-5-chloro-8-phenylpyrido[2,3-d]pyridazine), C(=O)[O-].[NH4+] (ammonium formate), C(=O)[O-].[NH4+] (ammonium formate). Reagents/catalysts: [Pd] (palladium on carbon). The solvent is CC(C)O (propan-2-ol). Reaction conditions: time 30 minute. Yields the product C1(=CC=CC=C1)C=1N=NC=C2C1NC(C=C2)=O (8-phenyl-1H-pyrido[2,3-d]pyridazin-2-one). Yield: 93.5%. As a reaction SMILES: C([O:8][C:9]1[CH:10]=[CH:11][C:12]2[C:13]([N:25]=1)=[C:14]([C:19]1[CH:24]=[CH:23][CH:22]=[CH:21][CH:20]=1)[N:15]=[N:16][C:17]=2Cl)C1C=CC=CC=1.C([O-])=O.[NH4+]>[Pd].CC(O)C>[C:19]1([C:14]2[N:15]=[N:16][CH:17]=[C:12]3[CH:11]=[CH:10][C:9](=[O:8])[NH:25][C:13]=23)[CH:20]=[CH:21][CH:22]=[CH:23][CH:24]=1 |f:1.2|. Reported procedure: 2-Benzyloxy-5-chloro-8-phenylpyrido[2,3-d]pyridazine (250 mg), ammonium formate (115 mg) and 10% palladium on carbon catalyst (50 mg) were stirred together at reflux in propan-2-ol (50 ml) for 30 min. More ammonium formate (45 mg) was added, and the mixture was stirred as before for a further 30 min, and was then allowed to cool to room temperature. The catalyst was removed by filtration, was washed thoroughly with methanol, and the filtrate was concentrated in vacuo to yield 8-phenyl-1H-pyrido[... Reactants: C12C(CCC(CC1)C2)=O (bicyclo[3.2.1]octan-2-one), Cl.CC1=NN=C(C=2C=C3C=CC=CN3C21)NCCN (N-(4-methylpyridazino[4,5-b]indolizin-1-yl)-1,2-ethanediamine hydrochloride). Solvent: CO.CS(=O)C (methanol DMSO), CO (methanol). Conditions: time 8 hour. Product: C12C(CCC(CC1)C2)NCCNC2=NN=C(C1=C2C=C2C=CC=CN12)C (N-(Bicyclo[3.2.1]oct-2-yl)-N'-(4-methylpyridazino[4,5-b]indolizin-1-yl) 1,2-ethanediamine). RXN SMILES: [CH:1]12[CH2:8][CH:5]([CH2:6][CH2:7]1)[CH2:4][CH2:3][C:2]2=O.Cl.[CH3:11][C:12]1[C:24]2[N:23]3[C:18]([CH:19]=[CH:20][CH:21]=[CH:22]3)=[CH:17][C:16]=2[C:15]([NH:25][CH2:26][CH2:27][NH2:28])=[N:14][N:13]=1>CO.CO.CS(C)=O>[CH:1]12[CH2:8][CH:5]([CH2:6][CH2:7]1)[CH2:4][CH2:3][CH:2]2[NH:28][CH2:27][CH2:26][NH:25][C:15]1[C:16]2[CH:17]=[C:18]3[N:23]([C:24]=2[C:12]([CH3:11])=[N:13][N:14]=1)[CH:22]=[CH:21][CH:20]=[CH:19]3 |f:1.2,4.5|. Reported procedure: Following the procedure of Example 12, bicyclo[3.2.1]octan-2-one in methanol (3 to 4 mL) was added to a solution of N-(4-methylpyridazino[4,5-b]indolizin-1-yl)-1,2-ethanediamine hydrochloride in methanol/DMSO (90 mL:30 mL) which had been heated to boiling and then allowed to cool. After stirring at room temperature overnight, the title compound was obtained as the free base after column chromatography (silica gel, 4:1 methylene chloride:methanol to 100% methanol containing ammonium hydroxide) an... Reactants: CC(C)(C)OC(=O)N1CCC(OCC2CC2)CC1, ClCCl, O=C(O)C(F)(F)F. Yields the product C1CC(OCC2CC2)CCN1. As a reaction SMILES: [C:1]([O:2][C:3](=[O:4])[N:8]1[CH2:9][CH2:10][CH:11]([O:14][CH2:15][CH:16]2[CH2:17][CH2:18]2)[CH2:12][CH2:13]1)([CH3:5])([CH3:6])[CH3:7].[Cl:26][CH2:27][Cl:28].[F:19][C:20]([F:21])([F:22])[C:23]([OH:24])=[O:25]>>[NH:8]1[CH2:9][CH2:10][CH:11]([O:14][CH2:15][CH:16]2[CH2:17][CH2:18]2)[CH2:12][CH2:13]1. Reactants: CC(C)OC(=O)/N=N/C(=O)OC(C)C (DIAD), FC1=CC(=C(C(=O)OC)C=C1)O (Methyl 4-fluoro-2-hydroxybenzoate), OCCCCNC(OC(C)(C)C)=O (tert-butyl 4-hydroxybutylcarbamate), C1(=CC=CC=C1)P(C1=CC=CC=C1)C1=CC=CC=C1 (triphenyl phosphine). Run in C1CCOC1 (THF). Run at temperature -10 celsius, time 30 minute. Yields the product C(C)(C)(C)OC(=O)NCCCCOC1=C(C(=O)OC)C=CC(=C1)F (Methyl 2-(4-(tert-butoxycarbonylamino)butoxy)-4-fluorobenzoate). Isolated yield 98.0%. As a reaction SMILES: [F:1][C:2]1[CH:11]=[CH:10][C:5]([C:6]([O:8][CH3:9])=[O:7])=[C:4]([OH:12])[CH:3]=1.O[CH2:14][CH2:15][CH2:16][CH2:17][NH:18][C:19](=[O:25])[O:20][C:21]([CH3:24])([CH3:23])[CH3:22].C1(P(C2C=CC=CC=2)C2C=CC=CC=2)C=CC=CC=1.CC(OC(/N=N/C(OC(C)C)=O)=O)C>C1COCC1>[C:21]([O:20][C:19]([NH:18][CH2:17][CH2:16][CH2:15][CH2:14][O:12][C:4]1[CH:3]=[C:2]([F:1])[CH:11]=[CH:10][C:5]=1[C:6]([O:8][CH3:9])=[O:7])=[O:25])([CH3:24])([CH3:23])[CH3:22]. Reported procedure: Methyl 4-fluoro-2-hydroxybenzoate (21 mmol), tert-butyl 4-hydroxybutylcarbamate (21 mmol) and triphenyl phosphine (24 mmol) in THF (70 ml) was cooled to −10° C. Then, DIAD (43 mmol) was added. The mixture was stirred for 30 min at −10° C. under N2. The ice-bath was removed and the mixture was stirred overnight at 20° C. The solvent was removed under vacuum. The residue was washed with petroleum and diethyl ether. The white solid was filtered and it was confirmed to be triphenylphosphine oxide (P... Starting materials: C1OCC2C1CNC2 (hexahydro-1H-furo(3,4-c)pyrrole), C1(=CC=CC=C1)S(=O)(=O)Cl (Benzenesulfonyl chloride), C1OCC2C1CNC2 (hexahydro-1H-furo(3,4-c)pyrrole). Run in N1=CC=CC=C1 (pyridine), N1=CC=CC=C1 (pyridine). As a reaction SMILES: [C:1]1([S:7](Cl)(=[O:9])=[O:8])[CH:6]=[CH:5][CH:4]=[CH:3][CH:2]=1.[CH2:11]1[CH:15]2[CH2:16][NH:17][CH2:18][CH:14]2[CH2:13][O:12]1>N1C=CC=CC=1>[C:1]1([S:7]([N:17]2[CH2:18][CH:14]3[CH2:13][O:12][CH2:11][CH:15]3[CH2:16]2)(=[O:9])=[O:8])[CH:6]=[CH:5][CH:4]=[CH:3][CH:2]=1. Reaction conditions: temperature 5 celsius, time 2 hour. Procedure details: Benzenesulfonyl chloride (0.05 mole, 8.83 grams) dissolved in 15 ml pyridine was slowly added to a mixture of hexahydro-1H-furo(3,4-c)pyrrole, represented by formula (X), (0.05 mole, 5.66 grams) in 10 ml of pyridine at 5°C. The reaction mixture was stirred for 2 hours at 5°C. and then for 16 hours while warming to room temperature. The product is C1(=CC=CC=C1)S(=O)(=O)N1CC2C(C1)COC2 (5-(Benzenesulfonyl)-Hexahydro-1H-Furo(3,4-c)Pyrrole).